From a dataset of the Open Reaction Database (ORD), a public repository of structured organic reaction records. describe an organic reaction: reactants, conditions, products, and yield The reactants are CCOC(=O)N1CCC(=C2c3ccc(Cl)cc3CCc4cc(Br)cnc24)CC1, CC1(C)OB(OC1(C)C)c2cnc(nc2)n3cccn3. Reagents/catalysts: CCN=P(N=P(N(C)C)(N(C)C)N(C)C)(N(C)C)N(C)C (P2-Et), CC(C)c1cc(C(C)C)c(-c2ccccc2[PH](C(C)(C)C)(C(C)(C)C)[Pd]2(OS(C)(=O)=O)Nc3ccccc3-c3ccccc32)c(C(C)C)c1 (tBuXphos G3). Solvent: CS(C)=O (DMSO), O (water), CS(C)=O (DMSO), CS(C)=O (DMSO), CS(C)=O (DMSO). Run at time 22 hour. The product is CCOC(=O)N1CCC(=C2c3ccc(Cl)cc3CCc4cc(cnc24)c5cnc(nc5)n6cccn6)CC1, CCOC(=O)N1CCC(=C2c3ccc(Cl)cc3CCc4cc(Br)cnc24)CC1, c1ccc(-c2ccccc2)cc1. The reactants are C(CCC)OC1=NC(=C2N=C(N(C2=N1)CC1CCN(CC1)CC)OC)N (2-(Butyloxy)-9-[(1-ethyl-4-piperidinyl)methyl]-8-(methyloxy)-9H-purin-6-amine), C(CCC)OC=1NC(=C2N=C(N=C2N1)OC)N (2-(butyloxy)-8-(methyloxy)-1H-purin-6-amine), C(C)N1CCC(CC1)C(CO)C (2-(1-ethyl-4-piperidinyl)-1-propanol). Product: C(CCC)OC1=NC(=C2N=C(N(C2=N1)CCCC1CCN(CC1)CC)OC)N (2-(Butyloxy)-9-[3-(1-ethyl-4-piperidinyl)propyl]-8-(methyloxy)-9H-purin-6-amine). As a reaction SMILES: [CH2:1]([O:5][C:6]1[N:14]=[C:13]2[C:9]([N:10]=[C:11]([O:24][CH3:25])[N:12]2[CH2:15][CH:16]2[CH2:21][CH2:20]N(CC)CC2)=[C:8]([NH2:26])[N:7]=1)[CH2:2][CH2:3][CH3:4].C(OC1NC(N)=C2C(N=1)=NC(OC)=N2)CCC.[CH2:44]([N:46]1[CH2:51][CH2:50]C(C(C)CO)[CH2:48][CH2:47]1)[CH3:45]>>[CH2:1]([O:5][C:6]1[N:14]=[C:13]2[C:9]([N:10]=[C:11]([O:24][CH3:25])[N:12]2[CH2:15][CH2:16][CH2:21][CH:20]2[CH2:48][CH2:47][N:46]([CH2:51][CH3:50])[CH2:44][CH2:45]2)=[C:8]([NH2:26])[N:7]=1)[CH2:2][CH2:3][CH3:4]. Procedure: Prepared similarly to Intermediate 19 from 2-(butyloxy)-8-(methyloxy)-1H-purin-6-amine and 2-(1-ethyl-4-piperidinyl)-1-propanol. Reactants: COC(=O)CCc1ccc(OCc2cccc(-c3ccc(OCCCc4ccccn4)cc3C)c2)cc1, CO, [Na+], C1CCOC1, [OH-], O, O=C(O)CC(O)(CC(=O)O)C(=O)O. The product is Cc1cc(OCCCc2ccccn2)ccc1-c1cccc(COc2ccc(CCC(=O)O)cc2)c1. As a reaction SMILES: [CH3:1][c:2]1[c:3](-[c:18]2[cH:19][c:20]([CH2:24][O:25][c:26]3[cH:27][cH:28][c:29]([CH2:32][CH2:33][C:34](=[O:35])[O:36][CH3:37])[cH:30][cH:31]3)[cH:21][cH:22][cH:23]2)[cH:4][cH:5][c:6]([O:8][CH2:9][CH2:10][CH2:11][c:12]2[n:13][cH:14][cH:15][cH:16][cH:17]2)[cH:7]1.[CH3:54][OH:55].[Na+:39].[O:56]1[CH2:57][CH2:58][CH2:59][CH2:60]1.[OH-:38].[OH2:40].[OH:41][C:42]([CH2:43][C:44]([C:45](=[O:46])[OH:47])([CH2:48][C:49](=[O:50])[OH:51])[OH:52])=[O:53]>>[CH3:1][c:2]1[c:3](-[c:18]2[cH:19][c:20]([CH2:24][O:25][c:26]3[cH:27][cH:28][c:29]([CH2:32][CH2:33][C:34](=[O:35])[OH:36])[cH:30][cH:31]3)[cH:21][cH:22][cH:23]2)[cH:4][cH:5][c:6]([O:8][CH2:9][CH2:10][CH2:11][c:12]2[n:13][cH:14][cH:15][cH:16][cH:17]2)[cH:7]1. Starting materials: CCCC[N+](CCCC)(CCCC)CCCC, CN(C)P(N(C)C)N(C)C, CCOC(C)=O, [Cl-], [Cl-], [NH4+], O, C[Si](C)(C)CCOCOc1ccc(-c2nn(C(c3ccccc3)(c3ccccc3)c3ccccc3)cc2-c2ccc3ncc(-c4ccccn4)n3c2)cc1. Yields the product Oc1ccc(-c2nn(C(c3ccccc3)(c3ccccc3)c3ccccc3)cc2-c2ccc3ncc(-c4ccccn4)n3c2)cc1. RXN SMILES: [CH2:74]([N+:75]([CH2:76][CH2:77][CH2:78][CH3:79])([CH2:80][CH2:81][CH2:82][CH3:83])[CH2:84][CH2:85][CH2:86][CH3:87])[CH2:88][CH2:89][CH3:90].[CH3:55][N:56]([CH3:57])[P:58]([N:59]([CH3:60])[CH3:61])[N:62]([CH3:63])[CH3:64].[CH3:65][CH2:66][O:67][C:68](=[O:69])[CH3:70].[Cl-:71].[Cl-:73].[NH4+:72].[OH2:91].[n:1]1[c:2](-[c:7]2[cH:8][n:9][c:10]3[n:11]2[cH:12][c:13](-[c:16]2[c:17](-[c:40]4[cH:41][cH:42][c:43]([O:46][CH2:47][O:48][CH2:49][CH2:50][Si:51]([CH3:52])([CH3:53])[CH3:54])[cH:44][cH:45]4)[n:18][n:19]([C:21]([c:22]4[cH:23][cH:24][cH:25][cH:26][cH:27]4)([c:28]4[cH:29][cH:30][cH:31][cH:32][cH:33]4)[c:34]4[cH:35][cH:36][cH:37][cH:38][cH:39]4)[cH:20]2)[cH:14][cH:15]3)[cH:3][cH:4][cH:5][cH:6]1>>[n:1]1[c:2](-[c:7]2[cH:8][n:9][c:10]3[n:11]2[cH:12][c:13](-[c:16]2[c:17](-[c:40]4[cH:41][cH:42][c:43]([OH:46])[cH:44][cH:45]4)[n:18][n:19]([C:21]([c:22]4[cH:23][cH:24][cH:25][cH:26][cH:27]4)([c:28]4[cH:29][cH:30][cH:31][cH:32][cH:33]4)[c:34]4[cH:35][cH:36][cH:37][cH:38][cH:39]4)[cH:20]2)[cH:14][cH:15]3)[cH:3][cH:4][cH:5][cH:6]1. The reactants are O=C(CBr)Nc1c(Cl)cccc1C(=O)O, [K+], Nc1ccccc1, CN(C)C=O, [OH-]. Yields the product O=C(CNc1ccccc1)Nc1c(Cl)cccc1C(=O)O. As a reaction SMILES: [Cl:1][c:2]1[c:3]([NH:11][C:12]([CH2:13][Br:14])=[O:15])[c:4]([C:5](=[O:6])[OH:7])[cH:8][cH:9][cH:10]1.[K+:24].[NH2:16][c:17]1[cH:18][cH:19][cH:20][cH:21][cH:22]1.[O:25]=[CH:26][N:27]([CH3:28])[CH3:29].[OH-:23]>>[Cl:1][c:2]1[c:3]([NH:11][C:12]([CH2:13][NH:16][c:17]2[cH:18][cH:19][cH:20][cH:21][cH:22]2)=[O:15])[c:4]([C:5](=[O:6])[OH:7])[cH:8][cH:9][cH:10]1. Starting materials: C(C=C)(=O)OC1OCCCC1 (tetrahydropyranyl acrylate), C(C(=C)C)(=O)OC (methyl methacrylate), N(=NC(C#N)(C)C)C(C#N)(C)C (azobisisobutyronitrile), O (water). The solvent is COCC(C)O (propylene glycol monomethyl ether). Run at time 8 hour. The product is C(C=C)(=O)OC1OCCCC1.C(C(=C)C)(=O)OC (tetrahydropyranyl acrylate methyl methacrylate). RXN SMILES: [C:1]([O:5][CH:6]1[CH2:11][CH2:10][CH2:9][CH2:8][O:7]1)(=[O:4])[CH:2]=[CH2:3].[C:12]([O:17][CH3:18])(=[O:16])[C:13]([CH3:15])=[CH2:14].N(C(C)(C)C#N)=NC(C)(C)C#N.O>COCC(O)C>[C:1]([O:5][CH:6]1[CH2:11][CH2:10][CH2:9][CH2:8][O:7]1)(=[O:4])[CH:2]=[CH2:3].[C:12]([O:17][CH3:18])(=[O:16])[C:13]([CH3:15])=[CH2:14] |f:5.6|. Procedure: In 80 g of propylene glycol monomethyl ether were dissolved 78 g (0.5 mole) of tetrahydropyranyl acrylate and 42 g (0.5 mole) of methyl methacrylate, and 3 g of azobisisobutyronitrile was added thereto, after which they were subjected to polymerization for 10 hours under a nitrogen atmosphere while the reaction temperature was kept at 80° C. After the polymerization, the reaction mixture was dropped into a large amount of water to coagulate a resin. The resin was recovered and dried in a vacuum ...